This data is from the Open Reaction Database (ORD), a public repository of structured organic reaction records. The task is: describe an organic reaction: reactants, conditions, products, and yield Reactants: C1=CC=CC=2C3=CC=CC=C3NC12 (9H-carbazole), BrC=1C=C(C=CC1)[Si](C1=CC=CC=C1)(C1=CC=CC=C1)C1=CC(=CC=C1)Br (bis(3-bromophenyl)diphenylsilane), CC(C)([O-])C.[Na+] (sodium tert-butoxide). The reagents and catalysts are C=1C=CC(=CC1)/C=C/C(=O)/C=C/C2=CC=CC=C2.C=1C=CC(=CC1)/C=C/C(=O)/C=C/C2=CC=CC=C2.C=1C=CC(=CC1)/C=C/C(=O)/C=C/C2=CC=CC=C2.[Pd].[Pd] (Pd2(dba)3), C1(=CC=CC=C1)P([C-]1C=CC=C1)C1=CC=CC=C1.[C-]1(C=CC=C1)P(C1=CC=CC=C1)C1=CC=CC=C1.[Fe+2] (1,1′-Bis(diphenylphosphino)ferrocene). The solvent is C=1(C(=CC=CC1)C)C (xylene). Product: BrC=1C=C(C=CC1)[Si](C=1C=C(C=CC1)N1C2=CC=CC=C2C=2C=CC=CC12)(C1=CC=CC=C1)C1=CC=CC=C1 (9-(3-((3-bromophenyl)diphenylsilyl)phenyl)-9H-carbazole). Isolated yield 48.8%. RXN SMILES: [CH:1]1[C:13]2[NH:12][C:11]3[C:6](=[CH:7][CH:8]=[CH:9][CH:10]=3)[C:5]=2[CH:4]=[CH:3][CH:2]=1.Br[C:15]1[CH:16]=[C:17]([Si:21]([C:34]2[CH:39]=[CH:38][CH:37]=[C:36]([Br:40])[CH:35]=2)([C:28]2[CH:33]=[CH:32][CH:31]=[CH:30][CH:29]=2)[C:22]2[CH:27]=[CH:26][CH:25]=[CH:24][CH:23]=2)[CH:18]=[CH:19][CH:20]=1.CC(C)([O-])C.[Na+]>C1(C)C(C)=CC=CC=1.C1C=CC(/C=C/C(/C=C/C2C=CC=CC=2)=O)=CC=1.C1C=CC(/C=C/C(/C=C/C2C=CC=CC=2)=O)=CC=1.C1C=CC(/C=C/C(/C=C/C2C=CC=CC=2)=O)=CC=1.[Pd].[Pd].C1(P(C2C=CC=CC=2)[C-]2C=CC=C2)C=CC=CC=1.[C-]1(P(C2C=CC=CC=2)C2C=CC=CC=2)C=CC=C1.[Fe+2]>[Br:40][C:36]1[CH:35]=[C:34]([Si:21]([C:28]2[CH:29]=[CH:30][CH:31]=[CH:32][CH:33]=2)([C:17]2[CH:16]=[CH:15][CH:20]=[CH:19][CH:18]=2)[C:22]2[CH:23]=[C:24]([N:12]3[C:11]4[CH:10]=[CH:9][CH:8]=[CH:7][C:6]=4[C:5]4[C:13]3=[CH:1][CH:2]=[CH:3][CH:4]=4)[CH:25]=[CH:26][CH:27]=2)[CH:39]=[CH:38][CH:37]=1 |f:2.3,5.6.7.8.9,10.11.12|. Procedure: A suspension of 9H-carbazole (3.60 g, 21.53 mmol), bis(3-bromophenyl)diphenylsilane (21.28 g, 43.1 mmol), Pd2(dba)3 (0.394 g, 0.431 mmol), 1,1′-Bis(diphenylphosphino)ferrocene (dppf, 0.394 g, 0.431 mmol) and sodium tert-butoxide (4.14 g, 43.1 mmol) in xylene (150 mL) was refluxed under nitrogen overnight. After cooling to room temperature, the organic solution was isolated by filtration. Upon evaporation of the solvent, the crude product was purified by column chromatography on silica gel with h... The reactants are C1(=CC=CC=C1)N1N(C(CC1C1=CC=CC=C1)=O)CCCN1CCN(CC1)C=O (1,5-diphenyl-2-[3-(4-formylpiperazin-1-yl)-propyl]-pyrazolin-3-one). Solvent: mixture, C(C)O (ethanol), Cl (hydrochloric acid). Reaction conditions: time 12 hour. Product: C1(=CC=CC=C1)N1N(C(CC1C1=CC=CC=C1)=O)CCCN1CCNCC1 (1,5-Diphenyl-2-[3-(piperazin-1-yl)-propyl]-pyrazolin-3-one). Reaction SMILES: [C:1]1([N:7]2[CH:11]([C:12]3[CH:17]=[CH:16][CH:15]=[CH:14][CH:13]=3)[CH2:10][C:9](=[O:18])[N:8]2[CH2:19][CH2:20][CH2:21][N:22]2[CH2:27][CH2:26][N:25](C=O)[CH2:24][CH2:23]2)[CH:6]=[CH:5][CH:4]=[CH:3][CH:2]=1>C(O)C.Cl>[C:1]1([N:7]2[CH:11]([C:12]3[CH:17]=[CH:16][CH:15]=[CH:14][CH:13]=3)[CH2:10][C:9](=[O:18])[N:8]2[CH2:19][CH2:20][CH2:21][N:22]2[CH2:27][CH2:26][NH:25][CH2:24][CH2:23]2)[CH:2]=[CH:3][CH:4]=[CH:5][CH:6]=1. Reported procedure: 19.2 g of 1,5-diphenyl-2-[3-(4-formylpiperazin-1-yl)-propyl]-pyrazolin-3-one are dissolved in 200 ml of a mixture of ethanol and 20% strength hydrochloric acid (1:1). The solution is left to stand at room temperature for 12 hours and is then heated under reflux for another 2 hours, and the ethanol is then distilled off in vacuo. Toluene and dilute sodium hydroxide solution are added to the residue. The toluene phase is separated off, washed with water, dried over sodium sulphate and evaporated i... Starting materials: C(C)(=O)NC1=C(C=C(C=C1)SC#N)[N+](=O)[O-] (1-acetamido-2-nitro-4-thiocyanatobenzene), Cl (hydrochloric acid), CO (methanol). Run in O (water). Product: NC1=C(C=C(C=C1)SC#N)[N+](=O)[O-] (1-amino-2-nitro-4-thiocyanatobenzene). As a reaction SMILES: C([NH:4][C:5]1[CH:10]=[CH:9][C:8]([S:11][C:12]#[N:13])=[CH:7][C:6]=1[N+:14]([O-:16])=[O:15])(=O)C.Cl.CO>O>[NH2:4][C:5]1[CH:10]=[CH:9][C:8]([S:11][C:12]#[N:13])=[CH:7][C:6]=1[N+:14]([O-:16])=[O:15]. Reported procedure: 6 G. of 1-acetamido-2-nitro-4-thiocyanatobenzene is suspended in a mixture of 30 ml. concentrated hydrochloric acid and 30 ml. methanol, and the mixture stirred at room temperature for 24 hours. The water is added and the product isolated by filtration, yielding 1-amino-2-nitro-4-thiocyanatobenzene. Reactants: NC[C@H]1CN(C[C@H]1O)CCN1C(C=CC2=CC=C(C=C12)F)=O (1-{2-[(3S,4S)-3-(aminomethyl)-4-hydroxy-1-pyrrolidinyl]ethyl}-7-fluoro-2(1H)-quinolinone), C(C)(=O)O[BH-](OC(C)=O)OC(C)=O.[Na+] (Sodium triacetoxyborohydride), O=C1NC2=C(SC1)N=NC(=C2)C=O (6-oxo-6,7-dihydro-5H-pyridazino[3,4-b][1,4]thiazine-3-carbaldehyde), C(Cl)Cl (DCM). The solvent is CO (methanol). Reaction conditions: time 4 hour. Product: FC1=CC=C2C=CC(N(C2=C1)CCN1C[C@@H]([C@@H](C1)O)CNCC1=CC2=C(SCC(N2)=O)N=N1)=O (3-{[({(3S,4S)-1-[2-(7-fluoro-2-oxo-1(2H)-quinolinyl)ethyl]-4-hydroxy-3-pyrrolidinyl}methyl)amino]methyl}-5H-pyridazino[3,4-b][1,4]thiazin-6(7H)-one). Reaction SMILES: [NH2:1][CH2:2][C@@H:3]1[C@H:7]([OH:8])[CH2:6][N:5]([CH2:9][CH2:10][N:11]2[C:20]3[C:15](=[CH:16][CH:17]=[C:18]([F:21])[CH:19]=3)[CH:14]=[CH:13][C:12]2=[O:22])[CH2:4]1.[O:23]=[C:24]1[CH2:29][S:28][C:27]2[N:30]=[N:31][C:32]([CH:34]=O)=[CH:33][C:26]=2[NH:25]1.C(Cl)Cl.C(O[BH-](OC(=O)C)OC(=O)C)(=O)C.[Na+]>CO>[F:21][C:18]1[CH:19]=[C:20]2[C:15]([CH:14]=[CH:13][C:12](=[O:22])[N:11]2[CH2:10][CH2:9][N:5]2[CH2:6][C@@H:7]([OH:8])[C@@H:3]([CH2:2][NH:1][CH2:34][C:32]3[N:31]=[N:30][C:27]4[S:28][CH2:29][C:24](=[O:23])[NH:25][C:26]=4[CH:33]=3)[CH2:4]2)=[CH:16][CH:17]=1 |f:3.4|. Procedure details: A solution of 1-{2-[(3S,4S)-3-(aminomethyl)-4-hydroxy-1-pyrrolidinyl]ethyl}-7-fluoro-2(1H)-quinolinone (100 mg; 0.33 mmol) and 6-oxo-6,7-dihydro-5H-pyridazino[3,4-b][1,4]thiazine-3-carbaldehyde (for a synthesis see WO2004058144, Example 58) (65 mg, 0.33 mmol) in methanol (2 mL), DCM (4 mL) was stirred at room temperature overnight. Sodium triacetoxyborohydride (210 mg; 1.0 mmol) was added and the mixture was stirred at room temperature for 4 h. The reaction was evaporated and chromatographed on ... As a reaction SMILES: FC(F)(F)S(O[C:7]1[C:12]([C:13](=[O:15])[CH3:14])=[CH:11][C:10]([Cl:16])=[C:9]([CH3:17])[C:8]=1[C:18]#[N:19])(=O)=O.[F:22][C:23]1[CH:24]=[C:25](B(O)O)[CH:26]=[C:27]([F:29])[CH:28]=1.C(=O)([O-])O.[Na+].N#N>C1(C)C=CC=CC=1.O.C1C=CC([P]([Pd]([P](C2C=CC=CC=2)(C2C=CC=CC=2)C2C=CC=CC=2)([P](C2C=CC=CC=2)(C2C=CC=CC=2)C2C=CC=CC=2)[P](C2C=CC=CC=2)(C2C=CC=CC=2)C2C=CC=CC=2)(C2C=CC=CC=2)C2C=CC=CC=2)=CC=1>[C:13]([C:12]1[CH:11]=[C:10]([Cl:16])[C:9]([CH3:17])=[C:8]([C:18]#[N:19])[C:7]=1[C:25]1[CH:24]=[C:23]([F:22])[CH:28]=[C:27]([F:29])[CH:26]=1)(=[O:15])[CH3:14] |f:2.3,^1:51,53,72,91|. The yield is 98.7%. Run in C1(=CC=CC=C1)C (toluene), O (water), O (water). Run at temperature 80 celsius. The reactants are FC(S(=O)(=O)OC1=C(C(=C(C=C1C(C)=O)Cl)C)C#N)(F)F (6-acetyl-4-chloro-2-cyano-3-methylphenyl trifluoromethanesulfonate), FC=1C=C(C=C(C1)F)B(O)O ((3,5-difluorophenyl)boronic acid), C(O)([O-])=O.[Na+] (sodium hydrogencarbonate), C(=O)(O)[O-].[Na+] (NaHCO3), N#N (N2). Procedure details: A biphasic solution of 6-acetyl-4-chloro-2-cyano-3-methylphenyl trifluoromethanesulfonate (3.07 g, 8.98 mmol) and (3,5-difluorophenyl)boronic acid (1.70 g, 10.8 mmol) in toluene (30 mL)/0.8 M sodium hydrogencarbonate in water (30 mL, 30 mmol) (this was saturated NaHCO3 in water) was degassed with N2. Tetrakis(triphenylphosphine)palladium(0) (0.414 g, 0.359 mmol) was added. The mixture was degassed with N2 for 5 min. and heated at 80° C. for 2 h. After cool to rt, the mixture was diluted with EtO... Product: C(C)(=O)C=1C=C(C(=C(C1C1=CC(=CC(=C1)F)F)C#N)C)Cl (6-Acetyl-4-chloro-3′,5′-difluoro-3-methylbiphenyl-2-carbonitrile). Reagents/catalysts: C=1C=CC(=CC1)[P](C=2C=CC=CC2)(C=3C=CC=CC3)[Pd]([P](C=4C=CC=CC4)(C=5C=CC=CC5)C=6C=CC=CC6)([P](C=7C=CC=CC7)(C=8C=CC=CC8)C=9C=CC=CC9)[P](C=1C=CC=CC1)(C=1C=CC=CC1)C=1C=CC=CC1 (Tetrakis(triphenylphosphine)palladium(0)). Reactants: OC1=CC=C(C=C1)NC1=NC=CC=C1NS(=O)(=O)C1=CC=C(C=C1)OC (N-[2-[(4-Hydroxyphenyl)amino]-3-pyridyl]-4-methoxybenzenesulfonamide), C1=2C(=O)OC(NC1=CC=CC2)=O (isatoic anhydride). Reagents/catalysts: CN(C1=CC=NC=C1)C (4-dimethylaminopyridine). Run in CN(C=O)C (dimethylformamide). Reaction conditions: temperature 80 celsius, time 5 hour. Product: NC1=C(C(=O)OC2=CC=C(C=C2)NC2=NC=CC=C2NS(=O)(=O)C2=CC=C(C=C2)OC)C=CC=C1 (N-[2-[[4-(2-Aminobenzoyloxy)phenyl]amino]-3-pyridyl]-4-methoxybenzenesulfonamide). Isolated yield 75.5%. Reaction SMILES: [OH:1][C:2]1[CH:7]=[CH:6][C:5]([NH:8][C:9]2[C:14]([NH:15][S:16]([C:19]3[CH:24]=[CH:23][C:22]([O:25][CH3:26])=[CH:21][CH:20]=3)(=[O:18])=[O:17])=[CH:13][CH:12]=[CH:11][N:10]=2)=[CH:4][CH:3]=1.[C:27]12[C:33](=[CH:34][CH:35]=[CH:36][CH:37]=1)[NH:32]C(=O)O[C:28]2=[O:29]>CN(C)C1C=CN=CC=1.CN(C)C=O>[NH2:32][C:33]1[CH:34]=[CH:35][CH:36]=[CH:37][C:27]=1[C:28]([O:1][C:2]1[CH:7]=[CH:6][C:5]([NH:8][C:9]2[C:14]([NH:15][S:16]([C:19]3[CH:24]=[CH:23][C:22]([O:25][CH3:26])=[CH:21][CH:20]=3)(=[O:18])=[O:17])=[CH:13][CH:12]=[CH:11][N:10]=2)=[CH:4][CH:3]=1)=[O:29]. Procedure details: 500 mg (1.35 mmol) of the compound of Example 6, 260 mg (1.59 mmol) of isatoic anhydride and 170 mg (1.39 mmol) of 4-dimethylaminopyridine were dissolved in 5 ml of dimethylformamide and the solution was stirred at 80° C. for 5 h. The solvent was distilled off under reduced pressure and ethyl acetate was added to the residue. A precipitate thus formed was recrystallized from ethanol to obtain 500 mg of the title compound. Starting materials: Cl.C1(CC1)C(C(C1=C(C=CC=C1)F)N1C\C(\[C@@H](CC1)S)=C/C1=NN(C=C1)CCC(=O)OCC)=O ((4R)-(E)-1-[(1RS)-2-Cyclopropyl-1-(2-fluorophenyl)-2-oxoethyl]-3-({1-[2-(ethoxycarbonyl)ethyl]-1H-pyrazol-3-yl}methylidene)-4-sulfanylpiperidine hydrochloride). Run in C(C)#N (acetonitrile). Product: Cl.C(=O)(O)CCN1N=C(C=C1)\C=C\1/CN(CC[C@H]1S)C(C(=O)C1CC1)C1=C(C=CC=C1)F ((4R)-(E)-3-{[1-(2-Carboxyethyl)-1H-pyrazol-3-yl]methylidene}-1-[(1RS)-2-cyclopropyl-1-(2-fluorophenyl)-2-oxoethyl]-4-sulfanylpiperidine hydrochloride). Yield: 92.1%. RXN SMILES: [ClH:1].[CH:2]1([C:5](=[O:34])[CH:6]([N:14]2[CH2:19][CH2:18][C@@H:17]([SH:20])/[C:16](=[CH:21]/[C:22]3[CH:26]=[CH:25][N:24]([CH2:27][CH2:28][C:29]([O:31]CC)=[O:30])[N:23]=3)/[CH2:15]2)[C:7]2[CH:12]=[CH:11][CH:10]=[CH:9][C:8]=2[F:13])[CH2:4][CH2:3]1>C(#N)C>[ClH:1].[C:29]([CH2:28][CH2:27][N:24]1[CH:25]=[CH:26][C:22](/[CH:21]=[C:16]2\[CH2:15][N:14]([CH:6]([C:7]3[CH:12]=[CH:11][CH:10]=[CH:9][C:8]=3[F:13])[C:5]([CH:2]3[CH2:4][CH2:3]3)=[O:34])[CH2:19][CH2:18][C@H:17]\2[SH:20])=[N:23]1)([OH:31])=[O:30] |f:0.1,3.4|. Procedure details: (4R)-(E)-1-[(1RS)-2-Cyclopropyl-1-(2-fluorophenyl)-2-oxoethyl]-3-({1-[2-(ethoxycarbonyl)ethyl]-1H-pyrazol-3-yl}methylidene)-4-sulfanylpiperidine hydrochloride (424.2 mg) was subjected to the reaction similar to that described in Example 134 and the crude product thus obtained was purified by preparative HPLC (YMC-Pack ODS-A; YMC, eluent: acetonitrile/0.024 N hydrochloric acid, 30/70, v/v) to afford the title compound (369 mg, yield: 92%) as a colourless amorphous solid. Reactants: CN(C)C=O, CC(C)=O, CS(=O)(=O)c1ccc(-n2ncc3c(=O)nc[nH]c32)c(F)c1, O=P(Cl)(Cl)Cl. Product: CS(=O)(=O)c1ccc(-n2ncc3c(Cl)ncnc32)c(F)c1. As a reaction SMILES: [CH3:27][N:28]([CH3:29])[CH:30]=[O:31].[CH3:32][C:33](=[O:34])[CH3:35].[F:6][c:7]1[c:8](-[n:17]2[n:18][cH:19][c:20]3[c:21]2[nH:22][cH:23][n:24][c:25]3=[O:26])[cH:9][cH:10][c:11]([S:13](=[O:14])(=[O:15])[CH3:16])[cH:12]1.[P:1]([Cl:2])([Cl:3])([Cl:4])=[O:5]>>[Cl:3][c:25]1[c:20]2[cH:19][n:18][n:17](-[c:8]3[c:7]([F:6])[cH:12][c:11]([S:13](=[O:14])(=[O:15])[CH3:16])[cH:10][cH:9]3)[c:21]2[n:22][cH:23][n:24]1. Starting materials: ClC1=NC=C(C(=O)NNC(C(CO)NC(OC(C)(C)C)=O)=O)C(=C1)NC(C)C (tert-butyl (1-(2-(6-chloro-4-(isopropylamino)nicotinoyl)hydrazinyl)-3-hydroxy-1-oxopropan-2-yl)carbamate), N1C=NC=C1 (imidazole), C(C)(C)(C)[Si](C)(C)Cl (t-butyl dimethyl silyl chloride). Run in C(Cl)Cl (DCM), C(Cl)Cl (DCM). Reaction conditions: time 10 minute. Product: [Si](C)(C)(C(C)(C)C)OCC(C(=O)NNC(C1=CN=C(C=C1NC(C)C)Cl)=O)NC(OC(C)(C)C)=O (tert-butyl (3-((tert-butyldimethylsilyl)oxy)-1-(2-(6-chloro-4-(isopropylamino)nicotinoyl)hydrazinyl)-1-oxopropan-2-yl)carbamate). Reaction SMILES: [Cl:1][C:2]1[CH:24]=[C:23]([NH:25][CH:26]([CH3:28])[CH3:27])[C:5]([C:6]([NH:8][NH:9][C:10](=[O:22])[CH:11]([NH:14][C:15](=[O:21])[O:16][C:17]([CH3:20])([CH3:19])[CH3:18])[CH2:12][OH:13])=[O:7])=[CH:4][N:3]=1.N1C=CN=C1.[C:34]([Si:38](Cl)([CH3:40])[CH3:39])([CH3:37])([CH3:36])[CH3:35]>C(Cl)Cl>[Si:38]([O:13][CH2:12][CH:11]([NH:14][C:15](=[O:21])[O:16][C:17]([CH3:20])([CH3:18])[CH3:19])[C:10]([NH:9][NH:8][C:6](=[O:7])[C:5]1[C:23]([NH:25][CH:26]([CH3:28])[CH3:27])=[CH:24][C:2]([Cl:1])=[N:3][CH:4]=1)=[O:22])([C:34]([CH3:37])([CH3:36])[CH3:35])([CH3:40])[CH3:39]. Procedure details: tert-butyl (1-(2-(6-chloro-4(isopropylamino)nicotinoyl)hydrazinyl)-3-hydroxy-1-oxopropan-2-yl)carbamate (53) (1 g, 2 mmol) in DCM (10 mL), imidazole (7 mmol, 3 equiv.) was added and stirred at room temperature for 10 min. Reaction mixture was cooled to 0° C., t-butyl dimethyl silyl chloride (3.6 mmol, 1.5 equiv.) was added in portions and stirred the reaction mixture overnight at room temperature. Diluted the reaction mixture using DCM, the DCM layer was washed with water. The organic layer was ...